Task: describe an organic reaction: reactants, conditions, products, and yield. Dataset: the Open Reaction Database (ORD), a public repository of structured organic reaction records Reactants: ClC=1C=CC=2N=CN=C(C2N1)N (6-chloropyrido[3,2-d]pyrimidin-4-amine), B(O)(O)C=1C=C(C(=O)O)C=CC1 (3-borono-benzoic acid), C([O-])([O-])=O.[K+].[K+] (POTASSIUM CARBONATE). The reagents and catalysts are C1=CC=C(C=C1)P(C2=CC=CC=C2)[C]3[CH][CH][CH][CH]3.C1=CC=C(C=C1)P(C2=CC=CC=C2)[C]3[CH][CH][CH][CH]3.Cl[Pd]Cl.[Fe] (PDCL2(DPPF)). Run in C(C)#N (acetonitrile). Run at temperature 80 celsius. Product: NC=1C2=C(N=CN1)C=CC(=N2)C=2C=C(C(=O)O)C=CC2 (3-(4-aminopyrido[3,2-d]pyrimidin-6-yl)benzoic acid). As a reaction SMILES: Cl[C:2]1[CH:3]=[CH:4][C:5]2[N:6]=[CH:7][N:8]=[C:9]([NH2:12])[C:10]=2[N:11]=1.B([C:16]1[CH:17]=[C:18]([CH:22]=[CH:23][CH:24]=1)[C:19]([OH:21])=[O:20])(O)O.C(=O)([O-])[O-].[K+].[K+]>C(#N)C.C1C=CC(P([C]2[CH][CH][CH][CH]2)C2C=CC=CC=2)=CC=1.C1C=CC(P([C]2[CH][CH][CH][CH]2)C2C=CC=CC=2)=CC=1.Cl[Pd]Cl.[Fe]>[NH2:12][C:9]1[C:10]2[N:11]=[C:2]([C:16]3[CH:17]=[C:18]([CH:22]=[CH:23][CH:24]=3)[C:19]([OH:21])=[O:20])[CH:3]=[CH:4][C:5]=2[N:6]=[CH:7][N:8]=1 |f:2.3.4,6.7.8.9,^1:38,39,40,41,42,56,57,58,59,60|. Procedure: 6-chloropyrido[3,2-d]pyrimidin-4-amine 3-A (500 mg, 2.8 mmol) in acetonitrile (5 mL) was treated with 3-borono-benzoic acid (CAS 269404-73-6) (560 mg, 3 mL), PDCL2(DPPF) (202 mg, 0.28 mmol) and 1 M POTASSIUM CARBONATE solution (8 mL). The reaction vial was purged with nitrogen, and heated to 80° C. for 1 hour. LCMS showed 100% conversion to desired product. Yellow ppt. was filtered and LCMS indicated it is pure product 3-(4-aminopyrido[3,2-d]pyrimidin-6-yl)benzoic acid 14. The filtrate was conce... Yields the product CC1(C)CC(C2=CC=CC2)CC(C)(C)C1. RXN SMILES: [Al+3:2].[CH3:7][C:8]1([CH3:22])[CH2:9][CH:10]([C:16]2=[CH:17][CH:18]=[CH:19][C:20]2=[CH2:21])[CH2:11][C:12]([CH3:14])([CH3:15])[CH2:13]1.[Cl-:23].[ClH:25].[H-:1].[H-:4].[H-:5].[H-:6].[Li+:3].[NH4+:24].[O:26]1[CH2:27][CH2:28][CH2:29][CH2:30]1.[OH2:31]>>[CH3:7][C:8]1([CH3:22])[CH2:9][CH:10]([C:16]2=[CH:17][CH:18]=[CH:19][CH2:20]2)[CH2:11][C:12]([CH3:14])([CH3:15])[CH2:13]1. Starting materials: [Al+3], C=C1C=CC=C1C1CC(C)(C)CC(C)(C)C1, [Cl-], Cl, [H-], [H-], [H-], [H-], [Li+], [NH4+], C1CCOC1, O. The reactants are [OH-].[Na+] (sodium hydroxide), CC12CCCC3=CC(=CC(CCC1)=C32)NC3=CC=C(C(=O)OCC)C=C3 (ethyl 4-[(6a-methyl-5,6,6a,7,8,9-hexahydro-4H-2-phenalenyl)amino]benzoate), Cl (hydrochloric acid). The solvent is C(C)O (ethanol). Reaction conditions: time 8 hour. The product is CC12CCCC3=CC(=CC(CCC1)=C32)NC3=CC=C(C(=O)O)C=C3 (4-[(6a-Methyl-5,6,6a,7,8,9-hexahydro-4H-2-phenalenyl)amino]benzoic acid). Yield: 80.5%. RXN SMILES: [CH3:1][C:2]12[C:14]3[C:6](=[CH:7][C:8]([NH:15][C:16]4[CH:26]=[CH:25][C:19]([C:20]([O:22]CC)=[O:21])=[CH:18][CH:17]=4)=[CH:9][C:10]=3[CH2:11][CH2:12][CH2:13]1)[CH2:5][CH2:4][CH2:3]2.[OH-].[Na+].Cl>C(O)C>[CH3:1][C:2]12[C:14]3[C:10](=[CH:9][C:8]([NH:15][C:16]4[CH:17]=[CH:18][C:19]([C:20]([OH:22])=[O:21])=[CH:25][CH:26]=4)=[CH:7][C:6]=3[CH2:5][CH2:4][CH2:3]1)[CH2:11][CH2:12][CH2:13]2 |f:1.2|. Procedure: A suspension of ethyl 4-[(6a-methyl-5,6,6a,7,8,9-hexahydro-4H-2-phenalenyl)amino]benzoate (0.250 g) in ethanol (15 ml) was added with 20% aqueous sodium hydroxide (5 ml), and the mixture was stirred overnight at room temperature. The reaction mixture was made acidic with 2 N aqueous hydrochloric acid, and the mixture was extracted with chloroform. The organic layer was washed with saturated brine, and dried over anhydrous sodium sulfate. The organic layer was concentrated under reduced pressure,... Starting materials: Cl (hydrochloric acid), C(C1=CC=CC=C1)OC=1C=C(C=CC1CC1=CC=C(C=C1)CC)CC(=O)O ([3-benzyloxy-4-(4-ethylbenzyl)phenyl]acetic acid), C(C)(C)(C)OC(OC(C)(C)C)=O (di-tert-butylcarbonate), C(O)([O-])=O.[NH4+] (ammonium hydrogen carbonate). Solvent: O1CCCC1 (tetrahydrofuran), N1=CC=CC=C1 (pyridine). Run at time 18 hour. Product: C(C1=CC=CC=C1)OC=1C=C(C=CC1CC1=CC=C(C=C1)CC)CC(=O)N (2-[3-benzyloxy-4-(4-ethylbenzyl)phenyl]-acetoamide). Yield: 92.9%. Reaction SMILES: [CH2:1]([O:8][C:9]1[CH:10]=[C:11]([CH2:24][C:25]([OH:27])=O)[CH:12]=[CH:13][C:14]=1[CH2:15][C:16]1[CH:21]=[CH:20][C:19]([CH2:22][CH3:23])=[CH:18][CH:17]=1)[C:2]1[CH:7]=[CH:6][CH:5]=[CH:4][CH:3]=1.C(OC(=O)OC(C)(C)C)(C)(C)C.C(=O)([O-])O.[NH4+:44].Cl>O1CCCC1.N1C=CC=CC=1>[CH2:1]([O:8][C:9]1[CH:10]=[C:11]([CH2:24][C:25]([NH2:44])=[O:27])[CH:12]=[CH:13][C:14]=1[CH2:15][C:16]1[CH:21]=[CH:20][C:19]([CH2:22][CH3:23])=[CH:18][CH:17]=1)[C:2]1[CH:7]=[CH:6][CH:5]=[CH:4][CH:3]=1 |f:2.3|. Procedure details: To a mixture of [3-benzyloxy-4-(4-ethylbenzyl)-phenyl]acetonitrile (0.41 g) in ethanol (5 mL) and water (10 mL) was added potassium hydroxide (0.68 g), and the mixture was heated under reflux for 4 hours. To the reaction mixture was added 2 mol/L hydrochloric acid to acidify, and the mixture was extracted with diethyl ether. The organic layer was washed with water and dried over anhydrous magnesium sulfate, and the solvent was removed under reduced pressure to give [3-benzyloxy-4-(4-ethylbenzyl)... Reactants: CC(C)(CO)CCCCSCCCCC(C)(C)CO, CC(=O)O, O, OO. Product: CC(C)(CO)CCCCS(=O)CCCCC(C)(C)CO. RXN SMILES: [CH3:1][C:2]([CH2:3][CH2:4][CH2:5][CH2:6][S:7][CH2:8][CH2:9][CH2:10][CH2:11][C:12]([CH2:13][OH:14])([CH3:15])[CH3:16])([CH2:17][OH:18])[CH3:19].[CH3:22][C:23](=[O:24])[OH:25].[OH2:26].[OH:20][OH:21]>>[CH3:1][C:2]([CH2:3][CH2:4][CH2:5][CH2:6][S:7]([CH2:8][CH2:9][CH2:10][CH2:11][C:12]([CH2:13][OH:14])([CH3:15])[CH3:16])=[O:20])([CH2:17][OH:18])[CH3:19].